This data is from the Open Reaction Database (ORD), a public repository of structured organic reaction records. The task is: describe an organic reaction: reactants, conditions, products, and yield Product: CNCCCc1ccc2c(c1)NC(=O)Cc1cnc(Nc3ccc(OC)c(OC)c3)nc1-2. Starting materials: C#CCNC, CNCC#Cc1ccc2c(c1)NC(=O)Cc1cnc(Nc3ccc(OC)c(OC)c3)nc1-2. As a reaction SMILES: [CH3:1][NH:2][CH2:3][C:4]#[CH:5].[CH3:6][O:7][c:8]1[cH:9][c:10]([NH:16][c:17]2[n:18][cH:19][c:20]3[c:21]([n:37]2)-[c:22]2[c:23]([cH:28][c:29]([C:32]#[C:33][CH2:34][NH:35][CH3:36])[cH:30][cH:31]2)[NH:24][C:25](=[O:27])[CH2:26]3)[cH:11][cH:12][c:13]1[O:14][CH3:15]>>[CH3:6][O:7][c:8]1[cH:9][c:10]([NH:16][c:17]2[n:18][cH:19][c:20]3[c:21]([n:37]2)-[c:22]2[c:23]([cH:28][c:29]([CH2:32][CH2:33][CH2:34][NH:35][CH3:36])[cH:30][cH:31]2)[NH:24][C:25](=[O:27])[CH2:26]3)[cH:11][cH:12][c:13]1[O:14][CH3:15]. Reactants: COC=1C=C(C=CC1)CCC(C1=CC=CC=C1)N (3-(3-methoxyphenyl)-1-phenylpropylamine), Br (HBr). The solvent is CC(=O)O (HOAc). Run at time 2.5 hour. Product: NC(CCC=1C=C(C=CC1)O)C1=CC=CC=C1 (3-(3-amino-3-phenylpropyl)phenol), Br (hydrobromide). As a reaction SMILES: C[O:2][C:3]1[CH:4]=[C:5]([CH2:9][CH2:10][CH:11]([NH2:18])[C:12]2[CH:17]=[CH:16][CH:15]=[CH:14][CH:13]=2)[CH:6]=[CH:7][CH:8]=1.[BrH:19]>CC(O)=O>[NH2:18][CH:11]([C:12]1[CH:17]=[CH:16][CH:15]=[CH:14][CH:13]=1)[CH2:10][CH2:9][C:5]1[CH:4]=[C:3]([OH:2])[CH:8]=[CH:7][CH:6]=1.[BrH:19]. Procedure details: A mixture of the product from Step C (920 mg), HOAc (2 mL) and 48% HBr (3 mL) was stirred while heating at reflux. After 2-3 hours, the solution was concentrated in vacuo to provide a pale beige sticky solid which was triturated with Et2O. Removal of residual solvents in vacuo provided the titled product hydrobromide as a pale beige froth. Reactants: C(=O)(O)C=1NC2=CC=CC=C2C1 (2-carboxy-1H-indole), [OH-].[K+] (potassium hydroxide), FC1=CC=C(C=C1)I (4-fluoroiodobenzene), N#N (N2). Run in CN(C)C=O (DMF), CCOCC (ether). Reaction conditions: time 6 hour. Product: C(=O)(O)C=1N(C2=CC=CC=C2C1)C1=CC=C(C=C1)F (2-carboxy-1-(4-fluorophenyl)-1H-indole). The yield is 51.8%. Reaction SMILES: [C:1]([C:4]1[NH:5][C:6]2[C:11]([CH:12]=1)=[CH:10][CH:9]=[CH:8][CH:7]=2)([OH:3])=[O:2].[OH-].[K+].[F:15][C:16]1[CH:21]=[CH:20][C:19](I)=[CH:18][CH:17]=1.N#N>CN(C=O)C.CCOCC>[C:1]([C:4]1[N:5]([C:19]2[CH:20]=[CH:21][C:16]([F:15])=[CH:17][CH:18]=2)[C:6]2[C:11]([CH:12]=1)=[CH:10][CH:9]=[CH:8][CH:7]=2)([OH:3])=[O:2] |f:1.2|. Procedure details: To a solution of 2-carboxy-1H-indole (50 g) in DMF (600 ml) were added potassium hydroxide (40 g) and 4-fluoroiodobenzene (90 g). Reflux in an inert N2 stream for 6 hours. H2O/DMF was distilled off to obtain a constant boiling point of 148° C. After cooling to room temperature ether (500 ml) was added. The precipitated material was filtered off and water (500 ml) was added. Undissolved material was filtered off. To the alkaline water phase was added ethyl acetate (500 ml) and pH was adjusted to ... Starting materials: CC(C)[SiH](C(C)C)C(C)C, ClCCl, Fc1cc(F)c(COCC2CC(SC(c3ccccc3)(c3ccccc3)c3ccccc3)CN2c2ncccn2)cc1F, O=C(O)C(F)(F)F. Yields the product Fc1cc(F)c(COCC2CC(S)CN2c2ncccn2)cc1F, O=C(O)C(F)(F)F. Reaction SMILES: [CH:51]([SiH:52]([CH:53]([CH3:54])[CH3:55])[CH:56]([CH3:57])[CH3:58])([CH3:59])[CH3:60].[Cl:61][CH2:62][Cl:63].[F:1][c:2]1[c:3]([CH2:4][O:5][CH2:6][CH:7]2[N:8]([c:32]3[n:33][cH:34][cH:35][cH:36][n:37]3)[CH2:9][CH:10]([S:12][C:13]([c:14]3[cH:15][cH:16][cH:17][cH:18][cH:19]3)([c:20]3[cH:21][cH:22][cH:23][cH:24][cH:25]3)[c:26]3[cH:27][cH:28][cH:29][cH:30][cH:31]3)[CH2:11]2)[cH:38][c:39]([F:43])[c:40]([F:42])[cH:41]1.[F:44][C:45]([C:46](=[O:47])[OH:48])([F:49])[F:50]>>[F:1][c:2]1[c:3]([CH2:4][O:5][CH2:6][CH:7]2[N:8]([c:32]3[n:33][cH:34][cH:35][cH:36][n:37]3)[CH2:9][CH:10]([SH:12])[CH2:11]2)[cH:38][c:39]([F:43])[c:40]([F:42])[cH:41]1.[F:44][C:45]([C:46](=[O:47])[OH:48])([F:49])[F:50]. Reactants: COCCOC, N#Cc1cncc(-c2cccc(OCCCl)c2)c1Cl, [K+], [K+], [K+], Nc1cccc2[nH]ccc12, O=C(C=Cc1ccccc1)C=Cc1ccccc1, O=C(C=Cc1ccccc1)C=Cc1ccccc1, O=C(C=Cc1ccccc1)C=Cc1ccccc1, O=P([O-])([O-])[O-], [Pd], [Pd]. Product: N#Cc1cncc(-c2cccc(OCCCl)c2)c1Nc1cccc2[nH]ccc12. Reaction SMILES: [CH3:38][O:39][CH2:40][CH2:41][O:42][CH3:43].[Cl:1][c:2]1[c:3](-[c:10]2[cH:11][c:12]([O:16][CH2:17][CH2:18][Cl:19])[cH:13][cH:14][cH:15]2)[cH:4][n:5][cH:6][c:7]1[C:8]#[N:9].[K+:35].[K+:36].[K+:37].[NH2:20][c:21]1[c:22]2[cH:23][cH:24][nH:25][c:26]2[cH:27][cH:28][cH:29]1.[O:46]=[C:47]([CH:48]=[CH:49][c:50]1[cH:51][cH:52][cH:53][cH:54][cH:55]1)[CH:56]=[CH:57][c:58]1[cH:59][cH:60][cH:61][cH:62][cH:63]1.[O:64]=[C:65]([CH:66]=[CH:67][c:68]1[cH:69][cH:70][cH:71][cH:72][cH:73]1)[CH:74]=[CH:75][c:76]1[cH:77][cH:78][cH:79][cH:80][cH:81]1.[O:82]=[C:83]([CH:84]=[CH:85][c:86]1[cH:87][cH:88][cH:89][cH:90][cH:91]1)[CH:92]=[CH:93][c:94]1[cH:95][cH:96][cH:97][cH:98][cH:99]1.[P:30]([O-:31])([O-:32])([O-:33])=[O:34].[Pd:44].[Pd:45]>>[c:2]1([NH:20][c:21]2[c:22]3[cH:23][cH:24][nH:25][c:26]3[cH:27][cH:28][cH:29]2)[c:3](-[c:10]2[cH:11][c:12]([O:16][CH2:17][CH2:18][Cl:19])[cH:13][cH:14][cH:15]2)[cH:4][n:5][cH:6][c:7]1[C:8]#[N:9]. Reactants: C1CCOC1, C[Si](C)(C)[N-][Si](C)(C)C, Cc1nc(N)nc(-c2cccnc2F)n1, Nc1cnc(Cl)c(NS(=O)(=O)N2CCOCC2)c1, [Na+], CN(C)C=O. Yields the product Cc1nc(N)nc(-c2cccnc2Nc2cnc(Cl)c(NS(=O)(=O)N3CCOCC3)c2)n1. As a reaction SMILES: [CH2:44]1[O:45][CH2:46][CH2:47][CH2:48]1.[CH3:34][Si:35]([N-:36][Si:37]([CH3:38])([CH3:39])[CH3:40])([CH3:41])[CH3:42].[F:19][c:20]1[n:21][cH:22][cH:23][cH:24][c:25]1-[c:26]1[n:27][c:28]([NH2:33])[n:29][c:30]([CH3:32])[n:31]1.[NH2:1][c:2]1[cH:3][c:4]([NH:9][S:10](=[O:11])(=[O:12])[N:13]2[CH2:14][CH2:15][O:16][CH2:17][CH2:18]2)[c:5]([Cl:8])[n:6][cH:7]1.[Na+:43].[O:49]=[CH:50][N:51]([CH3:52])[CH3:53]>>[NH:1]([c:2]1[cH:3][c:4]([NH:9][S:10](=[O:11])(=[O:12])[N:13]2[CH2:14][CH2:15][O:16][CH2:17][CH2:18]2)[c:5]([Cl:8])[n:6][cH:7]1)[c:20]1[n:21][cH:22][cH:23][cH:24][c:25]1-[c:26]1[n:27][c:28]([NH2:33])[n:29][c:30]([CH3:32])[n:31]1. Yields the product N#Cc1cnc2ccc(NC(=O)C=CCl)cc2c1Nc1cccc(Br)c1. Reactants: O=C([O-])O, CCN(C(C)C)C(C)C, O=C(Cl)C=CCl, N#Cc1cnc2ccc(N)cc2c1Nc1cccc(Br)c1, [Na+], C1CCOC1. Reaction SMILES: [C:37](=[O:38])([OH:39])[O-:40].[CH:22]([N:23]([CH:24]([CH3:25])[CH3:26])[CH2:27][CH3:28])([CH3:29])[CH3:30].[Cl:31][CH:32]=[CH:33][C:34](=[O:35])[Cl:36].[NH2:1][c:2]1[cH:3][c:4]2[c:5]([NH:14][c:15]3[cH:16][c:17]([Br:21])[cH:18][cH:19][cH:20]3)[c:6]([C:12]#[N:13])[cH:7][n:8][c:9]2[cH:10][cH:11]1.[Na+:41].[O:42]1[CH2:43][CH2:44][CH2:45][CH2:46]1>>[NH:1]([c:2]1[cH:3][c:4]2[c:5]([NH:14][c:15]3[cH:16][c:17]([Br:21])[cH:18][cH:19][cH:20]3)[c:6]([C:12]#[N:13])[cH:7][n:8][c:9]2[cH:10][cH:11]1)[C:34]([CH:33]=[CH:32][Cl:31])=[O:35].